This data is from the Open Reaction Database (ORD), a public repository of structured organic reaction records. The task is: describe an organic reaction: reactants, conditions, products, and yield Starting materials: O=C([O-])O, CC(=O)OC1C(N)C(=O)N1S(=O)(=O)[O-], CC(=O)[O-], [Na+], [Na+], O, O=C(Cl)Cc1ccccc1. Yields the product CC(=O)OC1C(NC(=O)Cc2ccccc2)C(=O)N1S(=O)(=O)[O-], [Na+]. Reaction SMILES: [C:30](=[O:31])([O-:32])[OH:33].[C:5]([CH3:6])(=[O:7])[O:8][CH:9]1[CH:10]([NH2:18])[C:11](=[O:17])[N:12]1[S:13](=[O:14])(=[O:15])[O-:16].[CH3:1][C:2](=[O:3])[O-:4].[Na+:19].[Na+:34].[OH2:35].[c:20]1([CH2:26][C:27](=[O:28])[Cl:29])[cH:21][cH:22][cH:23][cH:24][cH:25]1>>[C:5]([CH3:6])(=[O:7])[O:8][CH:9]1[CH:10]([NH:18][C:27]([CH2:26][c:20]2[cH:21][cH:22][cH:23][cH:24][cH:25]2)=[O:28])[C:11](=[O:17])[N:12]1[S:13](=[O:14])(=[O:15])[O-:16].[Na+:19]. The reactants are CC(C)(C)O, NC1CCCC1, O=C(O)c1ccc(Cl)nc1Cl. Product: NC1(c2nc(Cl)ccc2C(=O)O)CCCC1. As a reaction SMILES: [CH3:18][C:19]([OH:20])([CH3:21])[CH3:22].[CH:12]1([NH2:17])[CH2:13][CH2:14][CH2:15][CH2:16]1.[Cl:1][c:2]1[c:3]([C:4](=[O:5])[OH:6])[cH:7][cH:8][c:9]([Cl:11])[n:10]1>>[c:2]1([C:12]2([NH2:17])[CH2:13][CH2:14][CH2:15][CH2:16]2)[c:3]([C:4](=[O:5])[OH:6])[cH:7][cH:8][c:9]([Cl:11])[n:10]1. Starting materials: NC1=CC=C(C=N1)C(=O)OC (methyl 6-aminopyridine-3-carboxylate), C(C)(=O)OC(C)=O (acetic anhydride). The solvent is 1,4-ioxane, CCOC(=O)C (EtOAc). Reaction conditions: temperature 100 celsius. The product is C(C)(=O)NC1=NC=C(C(=O)OC)C=C1 (Methy 6-acetamidonicotinate). As a reaction SMILES: [NH2:1][C:2]1[N:7]=[CH:6][C:5]([C:8]([O:10][CH3:11])=[O:9])=[CH:4][CH:3]=1.[C:12](OC(=O)C)(=[O:14])[CH3:13]>CCOC(C)=O>[C:12]([NH:1][C:2]1[CH:3]=[CH:4][C:5]([C:8]([O:10][CH3:11])=[O:9])=[CH:6][N:7]=1)(=[O:14])[CH3:13]. Procedure: To a mixture of methyl 6-aminopyridine-3-carboxylate (3 g, 19.72 mmol, Aldrich) in 1,4-ioxane (50 mL) was added acetic anhydride (3.72 mL, 39.4 mmol, Aldrich). The resulting mixture was then heated at 85° C. for 3 h and at 100° C. for an additional 3 h. The mixture was then cooled to rt and diluted with EtOAc (400 mL). The mixture was then washed with saturated NaHCO3 solution (2×200 mL), brine (150 mL), dried over MgSO4, and concentrated in vacuo to afford the title compound as a white solid, w... The reactants are OC1=C(C(NC2=CC(=CN=C12)CC1=CC=CC=C1)=O)C(=O)OCC (ethyl 4-hydroxy-2-oxo-7-(phenylmethyl)-1,2 dihydro-1,5-naphthyridine-3-carboxylate), C1(CCCCC1)CN (cyclohexylmethylamine). Product: C1(CCCCC1)CNC(=O)C=1C(NC2=CC(=CN=C2C1O)CC1=CC=CC=C1)=O (N-(Cyclohexylmethyl)-4-hydroxy-2-oxo-7-(phenylmethyl)-1,2-dihydro-1,5-naphthyridine-3-carboxamide). As a reaction SMILES: [OH:1][C:2]1[C:11]2[C:6](=[CH:7][C:8]([CH2:12][C:13]3[CH:18]=[CH:17][CH:16]=[CH:15][CH:14]=3)=[CH:9][N:10]=2)[NH:5][C:4](=[O:19])[C:3]=1[C:20]([O:22]CC)=O.[CH:25]1([CH2:31][NH2:32])[CH2:30][CH2:29][CH2:28][CH2:27][CH2:26]1>>[CH:25]1([CH2:31][NH:32][C:20]([C:3]2[C:4](=[O:19])[NH:5][C:6]3[C:11]([C:2]=2[OH:1])=[N:10][CH:9]=[C:8]([CH2:12][C:13]2[CH:18]=[CH:17][CH:16]=[CH:15][CH:14]=2)[CH:7]=3)=[O:22])[CH2:30][CH2:29][CH2:28][CH2:27][CH2:26]1. Reported procedure: This compound was prepared from ethyl 4-hydroxy-2-oxo-7-(phenylmethyl)-1,2 dihydro-1,5-naphthyridine-3-carboxylate and cyclohexylmethylamine employing methods similar to those described in Example 2 and was obtained as a white solid: 1H NMR (d6-DMSO) δ 10.80 (1H, br), 8.32 (1H, br s), 7.39 (1H, s), 7.35-7.22 (5H, m), 4.05 (2H, br s), 3.17 (2H, t, J=6 Hz), 1.71-0.79 (11H, m); HRMS calcd for C23H25N3O3+H+: 392.1974. Found: 392.1956. Starting materials: CCC#CCC1(C(=O)OC)C(O)CCC1CC(=O)OC, CCCCCC, CC(C)=O, [H][H]. The product is CCC=CCC1(C(=O)OC)C(O)CCC1CC(=O)OC. As a reaction SMILES: [CH3:1][O:2][C:3](=[O:4])[CH2:5][CH:6]1[C:7]([CH2:12][C:13]#[C:14][CH2:15][CH3:16])([C:17](=[O:18])[O:19][CH3:20])[CH:8]([OH:11])[CH2:9][CH2:10]1.[CH3:23][CH2:24][CH2:25][CH2:26][CH2:27][CH3:28].[CH3:29][C:30](=[O:31])[CH3:32].[H:21][H:22]>>[CH3:1][O:2][C:3](=[O:4])[CH2:5][CH:6]1[C:7]([CH2:12][CH:13]=[CH:14][CH2:15][CH3:16])([C:17](=[O:18])[O:19][CH3:20])[CH:8]([OH:11])[CH2:9][CH2:10]1. Reactants: Cl.N1C(=NC=C1)C1=C(C#N)C=CC=C1 (2-(1H-imidazol-2-yl)-benzonitrile hydrochloride), [OH-].[Na+] (sodium hydroxide). Solvent: O (water). The product is N1C(=NC=C1)C1=C(C#N)C=CC=C1 (2-(1H-imidazol-2-yl)-benzonitrile). Reaction SMILES: Cl.[NH:2]1[CH:6]=[CH:5][N:4]=[C:3]1[C:7]1[CH:14]=[CH:13][CH:12]=[CH:11][C:8]=1[C:9]#[N:10].[OH-].[Na+]>O>[NH:2]1[CH:6]=[CH:5][N:4]=[C:3]1[C:7]1[CH:14]=[CH:13][CH:12]=[CH:11][C:8]=1[C:9]#[N:10] |f:0.1,2.3|. Procedure details: To a solution of 2-(1H-imidazol-2-yl)-benzonitrile hydrochloride (3 g, 0.014 mol) in water (20 ml) was added sodium hydroxide solution (2.5 N, 5 ml). Filtration of the resultant precipitate and recrystallization from ethyl acetate gave 2-(1H-imidazol-2-yl)-benzonitrile; Anal. Calcd. For C10H7N3: C, 70.99; H, 4.17; N, 24.84. Found: C, 70.74; H, 4.08; N, 25.24.